From a dataset of the Open Reaction Database (ORD), a public repository of structured organic reaction records. describe an organic reaction: reactants, conditions, products, and yield As a reaction SMILES: [CH3:21][CH2:22][O:23][CH2:24][CH3:25].[CH3:26][C:27](=[O:28])[OH:29].[CH:1]([CH3:2])([CH3:3])[CH:4]([C:5]([O:6][SiH3:7])([CH:8]([CH3:9])[CH3:10])[CH:11]([CH3:12])[CH3:13])[CH:14]1[C:15]([Cl:19])([Cl:20])[C:16](=[O:18])[CH2:17]1.[Zn:30]>>[CH:1]([CH3:2])([CH3:3])[CH:4]([C:5]([O:6][SiH3:7])([CH:8]([CH3:9])[CH3:10])[CH:11]([CH3:12])[CH3:13])[CH:14]1[CH2:15][C:16](=[O:18])[CH2:17]1. Product: CC(C)C(C1CC(=O)C1)C(O[SiH3])(C(C)C)C(C)C. Starting materials: CCOCC, CC(=O)O, CC(C)C(C1CC(=O)C1(Cl)Cl)C(O[SiH3])(C(C)C)C(C)C, [Zn]. Starting materials: FC1=CC=C(CN(C([C@H](CC2=CC=CC=C2)NC(N(C(C)(C)C)C)=O)=O)C(CCC2=CC=NC=C2)CCC2=CC=NC=C2)C=C1 ((S)-N-(4-Fluorobenzyl)-2-(N-methyl-N-tert-butylcarbamoyl)amino-3-phenyl-N-(3-(pyridin-4-yl)-1-(2-(pyridin-4-yl)-ethyl)propyl)propionamide), FC(C(=O)O)(F)F (trifluoroacetic acid). Run in C(Cl)Cl (methylene chloride). Run at time 1.5 hour. The product is FC1=CC=C(CN(C([C@H](CC2=CC=CC=C2)NC)=O)C(CCC2=CC=NC=C2)CCC2=CC=NC=C2)C=C1 ((S)-N-(4-Fluorobenzyl)-2-methylamino-3-phenyl-N-(3-(pyridin-4-yl)-1-(2-(pyridin-4-yl)-ethyl)propyl)propionamide). Reaction SMILES: [F:1][C:2]1[CH:45]=[CH:44][C:5]([CH2:6][N:7]([CH:27]([CH2:36][CH2:37][C:38]2[CH:43]=[CH:42][N:41]=[CH:40][CH:39]=2)[CH2:28][CH2:29][C:30]2[CH:35]=[CH:34][N:33]=[CH:32][CH:31]=2)[C:8](=[O:26])[C@@H:9]([NH:17][C:18](=O)N(C)C(C)(C)C)[CH2:10][C:11]2[CH:16]=[CH:15][CH:14]=[CH:13][CH:12]=2)=[CH:4][CH:3]=1.FC(F)(F)C(O)=O>C(Cl)Cl>[F:1][C:2]1[CH:3]=[CH:4][C:5]([CH2:6][N:7]([CH:27]([CH2:28][CH2:29][C:30]2[CH:31]=[CH:32][N:33]=[CH:34][CH:35]=2)[CH2:36][CH2:37][C:38]2[CH:39]=[CH:40][N:41]=[CH:42][CH:43]=2)[C:8](=[O:26])[C@@H:9]([NH:17][CH3:18])[CH2:10][C:11]2[CH:12]=[CH:13][CH:14]=[CH:15][CH:16]=2)=[CH:44][CH:45]=1. Reported procedure: Compound 4 was dissolved in methylene chloride (10 mL) and treated with trifluoroacetic acid (4.0 mL). After stirring at room temperature for 1.5 h, the reaction was concentrated in vacuo. The residue was neutralized with saturated potassium carbonate and extracted with ethyl acetate (2×). The extracts were combined, washed with water, dried over anhydrous magnesium sulfate, filtered and concentrated in vacuo to provide Compound 5. Reactants: C1(C=CC(C2=CC3=CC=CC=C3C=C12)=O)=O (1,4-anthraquinone), BrCC1=C(C=CC2=CC=CC=C12)C(Br)Br (1-(bromomethyl)-2-(dibromomethyl)naphthalene), [I-].[Na+] (sodium iodide). The solvent is CN(C=O)C (dimethylformamide). Run at temperature 70 celsius, time 8 hour. The product is C1=CC=CC=2C1=C1C=C3C(C4=CC5=CC=CC=C5C=C4C(C3=CC1=CC2)=O)=O (8,15-benzo[a]pentacenequinone). Reaction SMILES: [C:1]1(=[O:16])[C:14]2[C:5](=[CH:6][C:7]3[C:12]([CH:13]=2)=[CH:11][CH:10]=[CH:9][CH:8]=3)[C:4](=[O:15])[CH:3]=[CH:2]1.Br[CH2:18][C:19]1[C:28]2[C:23](=[CH:24][CH:25]=[CH:26][CH:27]=2)[CH:22]=[CH:21][C:20]=1[CH:29](Br)Br.[I-].[Na+]>CN(C)C=O>[CH:27]1[C:28]2=[C:19]3[C:20](=[CH:21][CH:22]=[C:23]2[CH:24]=[CH:25][CH:26]=1)[CH:29]=[C:2]1[C:3]([C:4](=[O:15])[C:5]2[C:14]([C:1]1=[O:16])=[CH:13][C:12]1[C:7](=[CH:8][CH:9]=[CH:10][CH:11]=1)[CH:6]=2)=[CH:18]3 |f:2.3|. Procedure: In an atmosphere of argon, 6.9 g (33 mmole) of 1,4-anthraquinone, 9.8 g (25 mmole) of 1-(bromomethyl)-2-(dibromomethyl)naphthalene and 25 g (660 mmole) of sodium iodide were dissolved into 85 ml of dry dimethylformamide. After the exothermic reaction was completed, the reaction solution was heated to 70° C. and stirred for 8 hours. After the reaction was completed, the formed crystals were separated by filtration and washed with methanol and water and light yellow needle crystals of 8,15-benzo[a... The reactants are suspension, [NH2-].[Na+] (sodium amide), ClCCN(CCCl)C (N,N-bis(2-chloroethyl)methylamine), NN1C=C(C2=CC(=CC=C12)C)C1=CC=C(C=C1)F (1-Amino-3-(4-fluorophenyl)-5-methyl-1H-indole). Solvent: C=1(C(=CC=CC1)C)C (xylene), C1(=CC=CC=C1)C (toluene), C1(=CC=CC=C1)C (toluene). The product is FC1=CC=C(C=C1)C1=CN(C2=CC=C(C=C12)C)N1CCN(CC1)C (3-(4-Fluorophenyl)-5-methyl-1-(1-methylpiperazin-4-yl)-1H-indole). As a reaction SMILES: [NH2:1][N:2]1[C:10]2[C:5](=[CH:6][C:7]([CH3:11])=[CH:8][CH:9]=2)[C:4]([C:12]2[CH:17]=[CH:16][C:15]([F:18])=[CH:14][CH:13]=2)=[CH:3]1.[NH2-].[Na+].Cl[CH2:22][CH2:23][N:24]([CH3:28])[CH2:25][CH2:26]Cl>C1(C)C(C)=CC=CC=1.C1(C)C=CC=CC=1>[F:18][C:15]1[CH:16]=[CH:17][C:12]([C:4]2[C:5]3[C:10](=[CH:9][CH:8]=[C:7]([CH3:11])[CH:6]=3)[N:2]([N:1]3[CH2:26][CH2:25][N:24]([CH3:28])[CH2:23][CH2:22]3)[CH:3]=2)=[CH:13][CH:14]=1 |f:1.2|. Procedure details: To a mixture of 1-amino-3-(4-fluorophenyl)-5-methyl-1H-indole 19a (1 g) and toluene (20 ml) was added a 50% suspension of sodium amide in xylene (1.0 ml). After reaction for 15 min at room temperature a solution of N,N-bis(2-chloroethyl)methylamine (0.8 g) in toluene was added slowly and the mixture was refluxed for 3 h. After cooling to room temperature, the solvents were evaporated in vacuo and water (100 ml) was added. The mixture was extracted with ethyl acetate (2×50 ml) and the combined or... Starting materials: O (water), [S-]C#N.[NH4+] (ammonium thiocyanate), C(C1=CC=CC=C1)(=O)Cl (benzoyl chloride), ClC=1C=C(C=C(C1)Cl)NC1=CC=CC=C1 (3,5-dichlorophenyl aniline). Run in CC(=O)C (acetone), CC(=O)C (acetone). Product: ClC=1C=C(C=C(C1)Cl)NC(=S)N (N-[3,5-dichlorophenyl]thiourea). Isolated yield 87.5%. As a reaction SMILES: [S-:1][C:2]#[N:3].[NH4+:4].C(Cl)(=O)C1C=CC=CC=1.[Cl:14][C:15]1[CH:16]=[C:17](NC2C=CC=CC=2)[CH:18]=[C:19]([Cl:21])[CH:20]=1.O>CC(C)=O>[Cl:14][C:15]1[CH:16]=[C:17]([NH:3][C:2]([NH2:4])=[S:1])[CH:18]=[C:19]([Cl:21])[CH:20]=1 |f:0.1|. Procedure details: To a mixture of 4 liters of acetone and 110 g (1.5 moles) of ammonium thiocyanate are added dropwise 173 g (1.23 moles) of benzoyl chloride. The reaction mixture is then heated for a further 15 minutes. Next, 200 g (1.23 moles) of 3,5-dichlorophenyl aniline dissolved in 200 ml of acetone are added. The mixture is then heated for a further 30 minutes, cooled and poured into 4 liters of water. The precipitate is collected and rinsed with 1 liter of water. The crystals are mixed with 2 liters of wa...